Dataset: the Open Reaction Database (ORD), a public repository of structured organic reaction records. Task: describe an organic reaction: reactants, conditions, products, and yield The reactants are CN1N=C(C(=C(C1=O)C1=CN(C2=CC=CC=C12)C)S(=O)(=O)C)C (2,6-dimethyl-4-(1-methyl-1H-indol-3-yl)-5-methylsulfonyl-2,3-dihydro-3-pyridazinone), CN1C(CCC1)=O (N-methyl-2-pyrrolidone), [OH-].[Na+] (sodium hydroxide). Solvent: O (water), O (water). Conditions: temperature 70 celsius, time 2 hour. Product: OC1=C(C(N(N=C1C)C)=O)C1=CN(C2=CC=CC=C12)C (5-hydroxy-2,6-dimethyl-4-(1-methyl-1H-indol-3-yl)-2,3-dihydro-3-pyridazinone). As a reaction SMILES: [CH3:1][N:2]1[C:7](=[O:8])[C:6]([C:9]2[C:17]3[C:12](=[CH:13][CH:14]=[CH:15][CH:16]=3)[N:11]([CH3:18])[CH:10]=2)=[C:5](S(C)(=O)=O)[C:4]([CH3:23])=[N:3]1.CN1CCCC1=[O:30].[OH-].[Na+]>O>[OH:30][C:5]1[C:4]([CH3:23])=[N:3][N:2]([CH3:1])[C:7](=[O:8])[C:6]=1[C:9]1[C:17]2[C:12](=[CH:13][CH:14]=[CH:15][CH:16]=2)[N:11]([CH3:18])[CH:10]=1 |f:2.3|. Procedure: To a 20 ml volume two-necked flask, 2,6-dimethyl-4-(1-methyl-1H-indol-3-yl)-5-methylsulfonyl-2,3-dihydro-3-pyridazinone ((2-203)-(13)-28) (0.30 g), N-methyl-2-pyrrolidone (1.17 ml), and an aqueous solution of sodium hydroxide (0.14 g) in water (0.6 ml) were added under a nitrogen atmosphere, and stirred at 70° C. for 2 hours. The reaction mixture was added to iced water, and washed with ethyl acetate. The pH of the resulting aqueous layer was adjusted to 5 with cold dilute hydrochloric acid unde... The reactants are C(C)(=O)NC(SC)=N[N+](=O)[O-] (N-acetyl-S-methyl-N'-nitroisothiourea), NCC1=CN=C(S1)Cl (5-(aminomethyl)-2-chlorothiazole). Run in C(C)#N (acetonitrile). Conditions: time 1 hour. Yields the product C(C)(=O)NC(=N[N+](=O)[O-])NCC1=CN=C(S1)Cl (N-actyl-N'-(2-chloro-5-thiazolylmethyl)-N"-nitroguanidine). Yield: 89.9%. Reaction SMILES: [C:1]([NH:4][C:5](=[N:8][N+:9]([O-:11])=[O:10])SC)(=[O:3])[CH3:2].[NH2:12][CH2:13][C:14]1[S:18][C:17]([Cl:19])=[N:16][CH:15]=1>C(#N)C>[C:1]([NH:4][C:5]([NH:12][CH2:13][C:14]1[S:18][C:17]([Cl:19])=[N:16][CH:15]=1)=[N:8][N+:9]([O-:11])=[O:10])(=[O:3])[CH3:2]. Reported procedure: To a mixture of 0.22 g of N-acetyl-S-methyl-N'-nitroisothiourea and 5 ml of acetonitrile was dropwise added 0.2 g of 5-(aminomethyl)-2-chlorothiazole at -2° C. Stirring was continued at the same temperature for additional 1 hour, and then the reaction mixture concentrated. The residue solidified was recrystallized from ethanol to give 0.31 g of N-actyl-N'-(2-chloro-5-thiazolylmethyl)-N"-nitroguanidine (reference compound No. 5), mp 132°-133° C. NMR (CDCl3): 2.33(3H, s), 4.68(2H, d, J=6 Hz), 7.50...